This data is from the Open Reaction Database (ORD), a public repository of structured organic reaction records. The task is: describe an organic reaction: reactants, conditions, products, and yield Reactants: [OH-].[K+] (potassium hydroxide), C(C)(C)(C)OO (tert-butyl hydroperoxide), [OH-].[K+] (potassium hydroxide), CC(CC(=O)Cl)CC(C)(C)C (3,5,5-trimethylhexanoyl chloride), C(C)(C)(C)OO (tert-butyl hydroperoxide). The solvent is O (water), O (water), O (water), O (water), O (water). The product is CC(CC(=O)OOC(C)(C)C)CC(C)(C)C (tert-butyl peroxy-3,5,5-trimethylhexanoate). RXN SMILES: [C:1]([O:5][OH:6])([CH3:4])([CH3:3])[CH3:2].[OH-].[K+].[CH3:9][CH:10]([CH2:15][C:16]([CH3:19])([CH3:18])[CH3:17])[CH2:11][C:12](Cl)=[O:13]>O>[CH3:9][CH:10]([CH2:15][C:16]([CH3:19])([CH3:18])[CH3:17])[CH2:11][C:12]([O:6][O:5][C:1]([CH3:4])([CH3:3])[CH3:2])=[O:13] |f:1.2|. Procedure: The reaction is effected in a reactor arrangement of a first reactor of type E with a downstream reactor of type C. Before the start of the reaction, the first reactor is filled with a solution of 25.6% by weight of tert-butyl hydroperoxide and 15.0% by weight of potassium hydroxide in water. 20.2 kg/h of a solution of 70% by weight of tert-butyl hydroperoxide in water, 18.2 kg/h of a solution of 45% by weight of potassium hydroxide in water, 16.2 kg/h of water and 19.2 kg/h of 3,5,5-trimethylhe... Reactants: NN (hydrazine), BrC=1C(=NC=CC1C1=CC=C(C#N)C=C1)Cl (4-(3-bromo-2-chloropyridin-4-yl)benzonitrile), NN (hydrazine). The solvent is O1CCOCC1 (dioxane). Run at temperature 80 celsius, time 2 hour. Product: BrC=1C(=NC=CC1C1=CC=C(C#N)C=C1)NN (4-(3-bromo-2-hydrazinylpyridin-4-yl)benzonitrile). As a reaction SMILES: [Br:1][C:2]1[C:3](Cl)=[N:4][CH:5]=[CH:6][C:7]=1[C:8]1[CH:15]=[CH:14][C:11]([C:12]#[N:13])=[CH:10][CH:9]=1.[NH2:17][NH2:18]>O1CCOCC1>[Br:1][C:2]1[C:3]([NH:17][NH2:18])=[N:4][CH:5]=[CH:6][C:7]=1[C:8]1[CH:15]=[CH:14][C:11]([C:12]#[N:13])=[CH:10][CH:9]=1. Procedure details: To a suspension of 4-(3-bromo-2-chloropyridin-4-yl)benzonitrile (0.59 g, 2.02 mmol) in dioxane (7 mL) at room temperature was added anhydrous hydrazine (1 mL). The resulting mixture was stirred at 80° C. for 2 h. Analysis by HPLC/MS indicated the reaction was not complete. Additional anhydrous hydrazine (1 mL) was added, and the reaction mixture was stirred at 90° C. for 5 h more. After cooling to room temperature, the reaction mixture was concentrated under reduced pressure. Water was added to ... Starting materials: OC1CCC2=CC(=CC=C12)C#N (1-Hydroxy-2,3-dihydro-1H-indene-5-carbonitrile), S(=O)(Cl)Cl (thionyl chloride). The solvent is C(Cl)Cl (methylene dichloride). Conditions: time 3 hour. Product: ClC1CCC2=CC(=CC=C12)C#N (1-chloro-2,3-dihydro-1H-indene-5-carbonitrile). RXN SMILES: O[CH:2]1[C:10]2[C:5](=[CH:6][C:7]([C:11]#[N:12])=[CH:8][CH:9]=2)[CH2:4][CH2:3]1.S(Cl)([Cl:15])=O>C(Cl)Cl>[Cl:15][CH:2]1[C:10]2[C:5](=[CH:6][C:7]([C:11]#[N:12])=[CH:8][CH:9]=2)[CH2:4][CH2:3]1. Procedure: 1-Hydroxy-2,3-dihydro-1H-indene-5-carbonitrile (4.77 g, 30 mmol) was dissolved in 10 mL of methylene dichloride. While cooled on ice, thionyl chloride (6.6 ml, 90 mmol) was added dropwise within about 15 minutes. The solution was concentrated after being stirred for 3 hours. The residue was dissolved in ethyl acetate and the solution obtained was washed with cooled brine for 3 times, dried over anhydrous magnesium sulfate, and concentrated to obtain 1-chloro-2,3-dihydro-1H-indene-5-carbonitrile. Yields the product COc1cccc(C(=O)C2CCN(C(=O)O)CC2)c1OC. Starting materials: COc1ccccc1OC, COCNC(=O)C1CCN(C(=O)O)CC1. As a reaction SMILES: [CH3:16][O:17][c:18]1[cH:19][cH:20][cH:21][cH:22][c:23]1[O:24][CH3:25].[CH3:1][O:2][CH2:3][NH:4][C:5](=[O:6])[CH:7]1[CH2:8][CH2:9][N:10]([C:13](=[O:14])[OH:15])[CH2:11][CH2:12]1>>[C:5](=[O:6])([CH:7]1[CH2:8][CH2:9][N:10]([C:13](=[O:14])[OH:15])[CH2:11][CH2:12]1)[c:19]1[c:18]([O:17][CH3:16])[c:23]([O:24][CH3:25])[cH:22][cH:21][cH:20]1. Starting materials: Cl.CN (methylamine hydrochloride), C(C)(=O)NC1=CC=C(C=C1)S(=O)(=O)Cl (4-acetamidobenzenesulfonyl chloride). Solvent: C(Cl)Cl (methylene chloride), N1=CC=CC=C1 (pyridine), N1=CC=CC=C1 (pyridine). Run at temperature 50 celsius, time 2 hour. Yields the product CNS(=O)(=O)C1=CC=C(C=C1)NC(C)=O (N-methyl-4-(acetamido)benzenesulfonamide). Yield: 71.2%. RXN SMILES: Cl.[CH3:2][NH2:3].[C:4]([NH:7][C:8]1[CH:13]=[CH:12][C:11]([S:14](Cl)(=[O:16])=[O:15])=[CH:10][CH:9]=1)(=[O:6])[CH3:5]>N1C=CC=CC=1.C(Cl)Cl>[CH3:2][NH:3][S:14]([C:11]1[CH:12]=[CH:13][C:8]([NH:7][C:4](=[O:6])[CH3:5])=[CH:9][CH:10]=1)(=[O:16])=[O:15] |f:0.1|. Reported procedure: To a solution of methylamine hydrochloride (1.4 g) in pyridine (5 ml) was added 4-acetamidobenzenesulfonyl chloride (2.3 g), and the mixture was stirred at 50° C. for 2 hours. The residue obtained by an evaporation of pyridine under a reduced pressure was dissolved in methylene chloride (50 ml), washed with water, 1N hydrochloric acid, and saturated aqueous sodium chloride, and dried over anhydrous sodium sulfate. Evaporation of the solvent under a reduced pressure gave N-methyl-4-(acetamido)ben... Reactants: BrC=1N(C=2N=C(NC(C2N1)=O)N)CC=1SC=CC1 (8-Bromo-9-(2-thienylmethyl)guanine), NC(=S)N (thiourea). Procedure details: A mixture of 8-bromo-9-[(2-thienyl)methyl]guanine (see Example 5) (2.0 g; 6.13 mmol), DMF (250 ml), and thiourea (0.93 g; 12.26 mmol) was heated under reflux for 20 hours and then the solvent was evaporated to dryness under reduced pressure. The residue was dissolved in 1N NaOH, treated with charcoal, filtered, and acidified with glacial AcOH to give a pale yellow solid. Analytical sample was prepared by repeating the purification process, yield 709 mg; mp >280° C. Run in CN(C)C=O (DMF). The product is NC=1NC(C=2NC(N(C2N1)CC=1SC=CC1)=S)=O (2-Amino-1,7,8,9-tetrahydro-9-(2-thienylmethyl)-8-thioxo-6H-purin-6-one). As a reaction SMILES: Br[C:2]1[N:3]([CH2:13][C:14]2[S:15][CH:16]=[CH:17][CH:18]=2)[C:4]2[N:5]=[C:6]([NH2:12])[NH:7][C:8](=[O:11])[C:9]=2[N:10]=1.NC(N)=[S:21]>CN(C=O)C>[NH2:12][C:6]1[NH:7][C:8](=[O:11])[C:9]2[NH:10][C:2](=[S:21])[N:3]([CH2:13][C:14]3[S:15][CH:16]=[CH:17][CH:18]=3)[C:4]=2[N:5]=1.